From a dataset of the Open Reaction Database (ORD), a public repository of structured organic reaction records. describe an organic reaction: reactants, conditions, products, and yield Reactants: C(C=C)Br (allyl bromide), [OH-].[K+] (potassium hydroxide), [OH-].[K+] (potassium hydroxide), OC1=CC=C(C(=O)O)C=C1 (4-hydroxybenzoic acid), [I-].[K+] (potassium iodide). Solvent: C(C)O (ethanol). Yields the product C(C=C)OC1=C(C(=O)O)C=CC=C1 (allyloxy benzoic acid). Reaction SMILES: [OH-:1].[K+].O[C:4]1[CH:12]=[CH:11][C:7]([C:8]([OH:10])=[O:9])=[CH:6][CH:5]=1.[I-].[K+].[CH2:15](Br)[CH:16]=[CH2:17]>C(O)C>[CH2:15]([O:1][C:11]1[CH:12]=[CH:4][CH:5]=[CH:6][C:7]=1[C:8]([OH:10])=[O:9])[CH:16]=[CH2:17] |f:0.1,3.4|. Procedure details: 3750 ml of ethanol and 98.75 grams of potassium hydroxide (1.75 mol) were combined in a 5000 ml three-necked reaction flask, equipped with a magnetic stirrer, a thermometer, a condenser and an addition funnel. After the potassium hydroxide dissolved, 93.75 grams of 4-hydroxybenzoic acid (0.675 mol) and 1.25 grams of potassium iodide were added to the solution. The solution was then heated to reflux, and 81.75 grams of allyl bromide (0.675 mol) was added dropwise to the solution and refluxed over...